From a dataset of the Open Reaction Database (ORD), a public repository of structured organic reaction records. describe an organic reaction: reactants, conditions, products, and yield Yields the product ClCC1=CN=C(S1)C=1NC2=C(C=CC=C2C1)N(S(=O)(=O)C=1SC=CC1)CC (N-{2-[5-(chloromethyl)-1,3-thiazol-2-yl]-1H-indol-7-yl}-N-ethylthiophene-2-sulfonamide). Yield: 91.3%. Run in C(C)(=O)OCC (ethyl acetate), [Cl-].[Na+].O (brine). RXN SMILES: [CH2:1]([N:3]([C:12]1[CH:13]=[CH:14][CH:15]=[C:16]2[C:20]=1[NH:19][C:18]([C:21]1[S:22][C:23]([CH2:26]O)=[CH:24][N:25]=1)=[CH:17]2)[S:4]([C:7]1[S:8][CH:9]=[CH:10][CH:11]=1)(=[O:6])=[O:5])[CH3:2].CN(C)C=O.O1CCCC1.S(Cl)([Cl:40])=O>C(OCC)(=O)C.[Cl-].[Na+].O>[Cl:40][CH2:26][C:23]1[S:22][C:21]([C:18]2[NH:19][C:20]3[C:16]([CH:17]=2)=[CH:15][CH:14]=[CH:13][C:12]=3[N:3]([CH2:1][CH3:2])[S:4]([C:7]2[S:8][CH:9]=[CH:10][CH:11]=2)(=[O:6])=[O:5])=[N:25][CH:24]=1 |f:5.6.7|. Run at time 8 hour. Reactants: C(C)N(S(=O)(=O)C=1SC=CC1)C=1C=CC=C2C=C(NC12)C=1SC(=CN1)CO (N-ethyl-N-{2-[5-(hydroxymethyl)-1,3-thiazol-2-yl]-1H-indol-7-yl}thiophene-2-sulfonamide), CN(C=O)C (N,N-dimethylformamide), O1CCCC1 (tetrahydrofuran), S(=O)(Cl)Cl (thionyl chloride). Procedure: To a mixture of N-ethyl-N-{2-[5-(hydroxymethyl)-1,3-thiazol-2-yl]-1H-indol-7-yl}thiophene-2-sulfonamide (3.43 g), N,N-dimethylformamide (0.05 ml) and tetrahydrofuran (50 ml) was added thionyl chloride (1.56 g), and the mixture was stirred overnight at room temperature. The reaction mixture was diluted with ethyl acetate and saturated brine, and the organic layer was washed with saturated brine, and dried over magnesium sulfate, and filtrated. The filtrate was concentrated, and the obtained solid... The reactants are ClC=1C=CC(=C(C1)C1=CC(N(C=C1OC)C(C(=O)O)CC)=O)C#N (2-[4-(5-chloro-2-cyanophenyl)-5-methoxy-2-oxopyridin-1(2H)-yl]butanoic acid), NC=1C=C2C=C(NC2=CC1)C(=O)OCC (ethyl 5-amino-1H-indole-2-carboxylate). Product: ClC=1C=CC(=C(C1)C1=CC(N(C=C1OC)C(C(=O)NC=1C=C2C=C(NC2=CC1)C(=O)OCC)CC)=O)C#N (Ethyl 5-({2-[4-(5-chloro-2-cyanophenyl)-5-methoxy-2-oxopyridin-1(2H)-yl]butanoyl}amino)-1H-indole-2-carboxylate). Reaction SMILES: [Cl:1][C:2]1[CH:3]=[CH:4][C:5]([C:23]#[N:24])=[C:6]([C:8]2[C:13]([O:14][CH3:15])=[CH:12][N:11]([CH:16]([CH2:20][CH3:21])[C:17](O)=[O:18])[C:10](=[O:22])[CH:9]=2)[CH:7]=1.[NH2:25][C:26]1[CH:27]=[C:28]2[C:32](=[CH:33][CH:34]=1)[NH:31][C:30]([C:35]([O:37][CH2:38][CH3:39])=[O:36])=[CH:29]2>>[Cl:1][C:2]1[CH:3]=[CH:4][C:5]([C:23]#[N:24])=[C:6]([C:8]2[C:13]([O:14][CH3:15])=[CH:12][N:11]([CH:16]([CH2:20][CH3:21])[C:17]([NH:25][C:26]3[CH:27]=[C:28]4[C:32](=[CH:33][CH:34]=3)[NH:31][C:30]([C:35]([O:37][CH2:38][CH3:39])=[O:36])=[CH:29]4)=[O:18])[C:10](=[O:22])[CH:9]=2)[CH:7]=1. Procedure: 87 mg (0.25 mmol) of 2-[4-(5-chloro-2-cyanophenyl)-5-methoxy-2-oxopyridin-1(2H)-yl]butanoic acid (racemate) and 56 mg (0.28 mmol, 1.1 eq.) of ethyl 5-amino-1H-indole-2-carboxylate were reacted according to General Method 5A. The crude product was purified by preparative HPLC (Reprosil C18, water/acetonitrile gradient). Yield: 94 mg (70% of theory) The reactants are CC(C)(C)OC(=O)NC1(C(=O)O)CCCC1, C[Si](C)(C)C=[N+]=[N-], CO, CCCCCC. Product: COC(=O)C1(NC(=O)OC(C)(C)C)CCCC1. RXN SMILES: [C:1]([CH3:2])([CH3:3])([CH3:4])[O:5][C:6](=[O:7])[NH:8][C:9]1([C:14](=[O:15])[OH:16])[CH2:10][CH2:11][CH2:12][CH2:13]1.[CH3:17][Si:18]([CH:19]=[N+:20]=[N-:21])([CH3:22])[CH3:23].[CH3:24][OH:25].[CH3:26][CH2:27][CH2:28][CH2:29][CH2:30][CH3:31]>>[C:1]([CH3:2])([CH3:3])([CH3:4])[O:5][C:6](=[O:7])[NH:8][C:9]1([C:14](=[O:15])[O:16][CH3:17])[CH2:10][CH2:11][CH2:12][CH2:13]1. The reactants are [Br-].COC1=CC=C(CC[P+](C2=CC=CC=C2)(C2=CC=CC=C2)C2=CC=CC=C2)C=C1 (p-methoxyphenethyltriphenylphosphonium bromide), [Li]CCCC (n-BuLi), C(C)(C)C=1C=C(C=CC1)C(CC=O)C (3-(3-isopropylphenyl)butanal). The product is C(C)(C)C1=CC(=CC=C1)C(C)CC=CCC1=CC=C(C=C1)OC (1-Isopropyl-3-(6-(4-methoxyphenyl)hex-4-en-2-yl)benzene). Isolated yield 25.8%. As a reaction SMILES: [Br-].[CH3:2][O:3][C:4]1[CH:30]=[CH:29][C:7]([CH2:8][CH2:9][P+](C2C=CC=CC=2)(C2C=CC=CC=2)C2C=CC=CC=2)=[CH:6][CH:5]=1.[Li]CCCC.[CH:36]([C:39]1[CH:40]=[C:41]([CH:45]([CH3:49])[CH2:46][CH:47]=O)[CH:42]=[CH:43][CH:44]=1)([CH3:38])[CH3:37]>>[CH:36]([C:39]1[CH:44]=[CH:43][CH:42]=[C:41]([CH:45]([CH2:46][CH:47]=[CH:9][CH2:8][C:7]2[CH:6]=[CH:5][C:4]([O:3][CH3:2])=[CH:30][CH:29]=2)[CH3:49])[CH:40]=1)([CH3:38])[CH3:37] |f:0.1|. Reported procedure: Starting from p-methoxyphenethyltriphenylphosphonium bromide (1.20 g, 2.51 mmol, 1.0 equiv.), n-BuLi (1.6 M in hexanes, 1.6 mL, 2.51 mmol, 1.0 equiv.) and 3-(3-isopropylphenyl)butanal (0.72 g, 3.77 mmol, 1.5 equiv.), 0.20 g (26%) of the title compound as a yellow oil was obtained after purification by flash chromatography on SiO2 (cyclohexane/EtOAc 99:1). Reactants: O=Cc1cccc(O)c1Cl, [K+], [K+], O=C([O-])[O-], CN(C)C=O. Product: COc1cccc(C=O)c1Cl. As a reaction SMILES: [Cl:1][c:2]1[c:3]([CH:4]=[O:5])[cH:6][cH:7][cH:8][c:9]1[OH:10].[K+:11].[K+:12].[O-:13][C:14]([O-:15])=[O:16].[O:17]=[CH:18][N:19]([CH3:20])[CH3:21]>>[Cl:1][c:2]1[c:3]([CH:4]=[O:5])[cH:6][cH:7][cH:8][c:9]1[O:10][CH3:14]. Starting materials: [Li]CCCC, CC(C)C1COC(=O)N1, O=C(Cl)C(c1ccc(Cl)cc1)C1CC1, C1CCOC1, O. The product is CC(C)C1COC(=O)N1C(=O)C(c1ccc(Cl)cc1)C1CC1. RXN SMILES: [CH2:10]([Li:11])[CH2:12][CH2:13][CH3:14].[CH3:1][CH:2]([CH3:3])[CH:4]1[NH:5][C:6](=[O:9])[O:7][CH2:8]1.[CH:15]1([CH:18]([C:19](=[O:20])[Cl:21])[c:22]2[cH:23][cH:24][c:25]([Cl:28])[cH:26][cH:27]2)[CH2:16][CH2:17]1.[O:30]1[CH2:31][CH2:32][CH2:33][CH2:34]1.[OH2:29]>>[CH3:1][CH:2]([CH3:3])[CH:4]1[N:5]([C:19]([CH:18]([CH:15]2[CH2:16][CH2:17]2)[c:22]2[cH:23][cH:24][c:25]([Cl:28])[cH:26][cH:27]2)=[O:20])[C:6](=[O:9])[O:7][CH2:8]1. Starting materials: O=c1cc(Br)cc[nH]1, O=C([O-])[O-], OB(O)C1CC1, [Cl-], ClCCCl, [NH4+], [Na+], [Na+], c1ccc(-c2ccccn2)nc1. Product: O=c1cc(Br)ccn1C1CC1. As a reaction SMILES: [Br:1][c:2]1[cH:3][c:4](=[O:8])[nH:5][cH:6][cH:7]1.[C:27](=[O:28])([O-:29])[O-:30].[CH:9]1([B:12]([OH:13])[OH:14])[CH2:10][CH2:11]1.[Cl-:33].[Cl:35][CH2:36][CH2:37][Cl:38].[NH4+:34].[Na+:31].[Na+:32].[n:15]1[cH:16][cH:17][cH:18][cH:19][c:20]1-[c:21]1[cH:22][cH:23][cH:24][cH:25][n:26]1>>[Br:1][c:2]1[cH:3][c:4](=[O:8])[n:5]([CH:9]2[CH2:10][CH2:11]2)[cH:6][cH:7]1.